Task: describe an organic reaction: reactants, conditions, products, and yield. Dataset: the Open Reaction Database (ORD), a public repository of structured organic reaction records Reactants: Nc1cccc(Br)c1, CCCCCC, CCOC(C)=O, CCOC(=O)c1ccc(N)cc1. Product: CCOC(=O)c1ccc(Nc2cccc(N)c2)cc1. RXN SMILES: [Br:1][c:2]1[cH:3][c:4]([NH2:5])[cH:6][cH:7][cH:8]1.[CH3:21][CH2:22][CH2:23][CH2:24][CH2:25][CH3:26].[CH3:27][CH2:28][O:29][C:30](=[O:31])[CH3:32].[CH3:9][CH2:10][O:11][C:12](=[O:13])[c:14]1[cH:15][cH:16][c:17]([NH2:18])[cH:19][cH:20]1>>[c:2]1([NH:18][c:17]2[cH:16][cH:15][c:14]([C:12]([O:11][CH2:10][CH3:9])=[O:13])[cH:20][cH:19]2)[cH:3][c:4]([NH2:5])[cH:6][cH:7][cH:8]1.